Dataset: the Open Reaction Database (ORD), a public repository of structured organic reaction records. Task: describe an organic reaction: reactants, conditions, products, and yield Reactants: COC(=O)C(C)(C)NCc1cc(Br)cnc1N, CS(C)=O, [H-], [Na+], O. Product: CC1(C)NCc2cc(Br)cnc2NC1=O. Reaction SMILES: [CH3:1][O:2][C:3]([C:4]([CH3:5])([CH3:6])[NH:7][CH2:8][c:9]1[c:10]([NH2:16])[n:11][cH:12][c:13]([Br:15])[cH:14]1)=[O:17].[CH3:20][S:21]([CH3:22])=[O:23].[H-:19].[Na+:18].[OH2:24]>>[O:2]=[C:3]1[C:4]([CH3:5])([CH3:6])[NH:7][CH2:8][c:9]2[c:10]([n:11][cH:12][c:13]([Br:15])[cH:14]2)[NH:16]1.